From a dataset of the Open Reaction Database (ORD), a public repository of structured organic reaction records. describe an organic reaction: reactants, conditions, products, and yield Starting materials: IC1=CC(=C(C(=O)OCC)C=C1)S(=O)(=O)C (ethyl 4-iodo-2-methanesulfonylbenzoate), C[C@H]1NS(CC1)(=O)=O ((R)-3-methylisothiazolidine 1,1-dioxide), CNCCNC (N,N′-dimethylethylenediamine), C([O-])([O-])=O.[K+].[K+] (potassium carbonate). The reagents and catalysts are [Cu]I (copper(I) iodide). The solvent is C1(=CC=CC=C1)C (toluene), O (water). The product is CS(=O)(=O)C1=C(C(=O)OCC)C=CC(=C1)N1S(CC[C@H]1C)(=O)=O (ethyl (R)-2-methanesulfonyl-4-(3-methyl-1,1-dioxo-1λ6-isothiazolidin-2-yl)benzoate). The yield is 51.7%. As a reaction SMILES: I[C:2]1[CH:12]=[CH:11][C:5]([C:6]([O:8][CH2:9][CH3:10])=[O:7])=[C:4]([S:13]([CH3:16])(=[O:15])=[O:14])[CH:3]=1.[CH3:17][C@@H:18]1[CH2:22][CH2:21][S:20](=[O:24])(=[O:23])[NH:19]1.CNCCNC.C(=O)([O-])[O-].[K+].[K+]>[Cu]I.O.C1(C)C=CC=CC=1>[CH3:16][S:13]([C:4]1[CH:3]=[C:2]([N:19]2[C@H:18]([CH3:17])[CH2:22][CH2:21][S:20]2(=[O:24])=[O:23])[CH:12]=[CH:11][C:5]=1[C:6]([O:8][CH2:9][CH3:10])=[O:7])(=[O:15])=[O:14] |f:3.4.5|. Procedure: To a mixture of ethyl 4-bromo-2-methanesulfonylbenzoate (13.88 g), sodium iodide (13.54 g) and copper(I) iodide (4.30% g) were added toluene (46 mL) and N,N′-dimethylethylenediamine (4.86 mL), and the mixture was stirred with heating under reflux for 8 hr under a nitrogen stream. The reaction mixture was cooled, water was added, and the mixture was extracted with ethyl acetate. The solvent was evaporated from the organic layer, the obtained residue was purified by column chromatography (hexane:e...